This data is from the Open Reaction Database (ORD), a public repository of structured organic reaction records. The task is: describe an organic reaction: reactants, conditions, products, and yield Reported procedure: A suspension of 3-(dimethylamino)-1-(2-furyl)-2-(4-pyridyl)-2-propene-1-one (2.2 g, 9.08 mmol), guanidine hydrochloride (2.6 g, 27.2 mmol) and potassium carbonate (7.5 g, 54.3 mmol) in N,N-dimethylformamide (20 mL) was stirred at 70° C. for 12 hours. After cooling as it was, the reaction mixture was diluted with water. The resulting crystals were collected by filtration and washed with water, to give the title compound (1.73 g, 80%) as a pale yellow solid. Run at temperature 70 celsius, time 12 hour. Isolated yield 80.0%. The reactants are CN(C=C(C(=O)C=1OC=CC1)C1=CC=NC=C1)C (3-(dimethylamino)-1-(2-furyl)-2-(4-pyridyl)-2-propene-1-one), Cl.NC(=N)N (guanidine hydrochloride), C([O-])([O-])=O.[K+].[K+] (potassium carbonate). Yields the product O1C(=CC=C1)C1=NC(=NC=C1C1=CC=NC=C1)N (4-(2-Furyl)-5-(4-pyridyl)-2-pyrimidinyl amine). Reaction SMILES: CN(C)[CH:3]=[C:4]([C:12]1[CH:17]=[CH:16][N:15]=[CH:14][CH:13]=1)[C:5]([C:7]1[O:8][CH:9]=[CH:10][CH:11]=1)=O.Cl.[NH2:20][C:21]([NH2:23])=[NH:22].C(=O)([O-])[O-].[K+].[K+]>CN(C)C=O.O>[O:8]1[CH:9]=[CH:10][CH:11]=[C:7]1[C:5]1[C:4]([C:12]2[CH:13]=[CH:14][N:15]=[CH:16][CH:17]=2)=[CH:3][N:20]=[C:21]([NH2:23])[N:22]=1 |f:1.2,3.4.5|. The solvent is CN(C=O)C (N,N-dimethylformamide), O (water).